The task is: describe an organic reaction: reactants, conditions, products, and yield. This data is from the Open Reaction Database (ORD), a public repository of structured organic reaction records. Reactants: BrC=1C=C(C(=NC1)O)[N+](=O)[O-] (5-bromo-2-hydroxy-3-nitropyridine), phosphorus oxytribromide, P(Br)(Br)Br (phosphorus tribromide), ice water. Conditions: time 1 hour. Product: BrC1=NC=C(C=C1[N+](=O)[O-])Br (2,5-dibromo-3-nitropyridine). The yield is 43.1%. As a reaction SMILES: [Br:1][C:2]1[CH:3]=[C:4]([N+:9]([O-:11])=[O:10])[C:5](O)=[N:6][CH:7]=1.P(Br)(Br)[Br:13]>>[Br:13][C:5]1[C:4]([N+:9]([O-:11])=[O:10])=[CH:3][C:2]([Br:1])=[CH:7][N:6]=1. Procedure: 77.11 g (354.4 mmol) of 5-bromo-2-hydroxy-3-nitropyridine are heated at 120° C. for 3 hours together with 101.61 g (354.4 mmol) of phosphorus oxytribromide and 33.7 ml (354.4 mmol) of phosphorus tribromide. The reaction mixture is subsequently poured carefully, in small portions, into ice water, stirred for 1 hour and extracted three times with dichloromethane. The organic phase is washed twice with water, dried over sodium sulfate, filtered and freed from the solvent. Chromatographic purificati...